This data is from the Open Reaction Database (ORD), a public repository of structured organic reaction records. The task is: describe an organic reaction: reactants, conditions, products, and yield The reactants are [BH4-].[Na+] (Sodium borohydride), C[C@H](CCOC1=CC=C(C=C1)C#N)CCC=C(C)C (4-[(3S)-3,7-dimethyl-6-octenyloxy]cyanobenzene). Reagents/catalysts: [Ni](Cl)Cl (nickel chloride). Run in C(C)O (ethanol). Product: C[C@H](CCOC1=CC=C(CN)C=C1)CCC=C(C)C (4-[(3S)-3,7-dimethyl-6-octenyloxy]benzylamine). Yield: 71.1%. Reaction SMILES: [BH4-].[Na+].[CH3:3][C@@H:4]([CH2:16][CH2:17][CH:18]=[C:19]([CH3:21])[CH3:20])[CH2:5][CH2:6][O:7][C:8]1[CH:13]=[CH:12][C:11]([C:14]#[N:15])=[CH:10][CH:9]=1>C(O)C.[Ni](Cl)Cl>[CH3:3][C@@H:4]([CH2:16][CH2:17][CH:18]=[C:19]([CH3:20])[CH3:21])[CH2:5][CH2:6][O:7][C:8]1[CH:9]=[CH:10][C:11]([CH2:14][NH2:15])=[CH:12][CH:13]=1 |f:0.1|. Procedure: Sodium borohydride (NaBH4, 29.4 mmol) was added to a mixture of 4-[(3S)-3,7-dimethyl-6-octenyloxy]cyanobenzene (2.52 g, 9.80 mmol) and anhydrous nickel chloride (NiCl2, 9.8 mmol) in dry ethanol (20 mL). After 2 hours the reaction mixture was filtered over Celite® and the Celite® bed was rinsed with ethanol (2×10 mL). The solution was diluted with water (150 mL) and extracted with ether (3×25 mL). The combined ethereal phase was washed with water, dried over MgSO4, and the solvent was evaporated ... The reactants are O (water), Cl.C(C)N(CCCl)CC (2-diethylamino-ethyl chloride-hydrochloride), C([O-])([O-])=O.[K+].[K+] (potassium carbonate), ClC=1SC2=C(N1)C=CC(=C2)O (2-chloro-6-hydroxy-benzothiazole). The solvent is CN(C=O)C (dimethylformamide). Reaction conditions: time 20 hour. The product is ClC=1SC2=C(N1)C=CC(=C2)OCCN(CC)CC (2-Chloro-6-(2-diethylamino-ethoxy)-benzothiazole). As a reaction SMILES: [Cl:1][C:2]1[S:3][C:4]2[CH:10]=[C:9]([OH:11])[CH:8]=[CH:7][C:5]=2[N:6]=1.Cl.[CH2:13]([N:15]([CH2:19][CH3:20])[CH2:16][CH2:17]Cl)[CH3:14].C(=O)([O-])[O-].[K+].[K+].O>CN(C)C=O>[Cl:1][C:2]1[S:3][C:4]2[CH:10]=[C:9]([O:11][CH2:14][CH2:13][N:15]([CH2:19][CH3:20])[CH2:16][CH3:17])[CH:8]=[CH:7][C:5]=2[N:6]=1 |f:1.2,3.4.5|. Reported procedure: 3.15 g (16.7 mmol) of 2-chloro-6-hydroxy-benzothiazole are dissolved in 50 ml of dimethylformamide and after the addition of 5.68 g (33 mmol) of 2-diethylamino-ethyl chloride-hydrochloride and 8.3 g (60 mmol) of potassium carbonate the mixture was stirred for 20 hours at ambient temperature. It was then added to water and extracted with ethyl acetate. The extracts are dried and evaporated down. The evaporation residue is purified by column chromatography on neutral aluminium oxide (eluant: petro... Procedure details: To a suspension containing 0.5 g of the sulfonamide prepared in Example 4 in 10 ml of p-dioxane was added 0.6 g of phenyl(4,6-dimethoxypyrimidin-2-yl)carbamate followed by 0.33 g of 1,8-diazabicyclo[5.4.0]undec-7-ene (DBU). The suspension was stirred at room temperature for about two hours then diluted with about 75 ml of water to form a solution. After acidifying the solution with conc. hydrochloric acid (red to litmus) and stirring 0.5 hour, a precipitate formed. The mixture was filtered and t... The product is COC1=NC(=NC(=C1)OC)NC(=O)NS(=O)(=O)C=1C(=NC=CC1)N1N=CN=C1 (N-[(4,6-Dimethoxypyrimidin-2-yl)aminocarbonyl]-2-(1H-1,2,4-triazol-1-yl)-3-pyridinesulfonamide). Run in O1CCOCC1 (p-dioxane), O (water). RXN SMILES: [N:1]1([C:6]2[C:11]([S:12]([NH2:15])(=[O:14])=[O:13])=[CH:10][CH:9]=[CH:8][N:7]=2)[CH:5]=[N:4][CH:3]=[N:2]1.C1([O:22][C:23](=O)[NH:24][C:25]2[N:30]=[C:29]([O:31][CH3:32])[CH:28]=[C:27]([O:33][CH3:34])[N:26]=2)C=CC=CC=1.N12CCCN=C1CCCCC2.Cl>O1CCOCC1.O>[CH3:32][O:31][C:29]1[CH:28]=[C:27]([O:33][CH3:34])[N:26]=[C:25]([NH:24][C:23]([NH:15][S:12]([C:11]2[C:6]([N:1]3[CH:5]=[N:4][CH:3]=[N:2]3)=[N:7][CH:8]=[CH:9][CH:10]=2)(=[O:13])=[O:14])=[O:22])[N:30]=1. Isolated yield 79.0%. Reaction conditions: time 2 hour. Starting materials: C1(=CC=CC=C1)OC(NC1=NC(=CC(=N1)OC)OC)=O (phenyl(4,6-dimethoxypyrimidin-2-yl)carbamate), Cl (hydrochloric acid), N1(N=CN=C1)C1=NC=CC=C1S(=O)(=O)N (2-(1H-1,2,4-Triazol-1-yl)-3-pyridinesulfonamide), N12CCCCCC2=NCCC1 (1,8-diazabicyclo[5.4.0]undec-7-ene). Starting materials: S(O)(O)(=O)=O (sulfuric acid), C(C)OC(NC=C(C1=CC(=C(C=C1)OC)OC)C#N)=O ([2-cyano-2-(3,4-dimethoxy-phenyl)-vinyl]-carbamic acid ethyl ester), C1(=CC=CC=C1)OC1=CC=CC=C1 (diphenyl ether). Solvent: CCOCC (ether). Run at temperature 230 celsius. Yields the product COC=1C=C2C(=CNC(C2=CC1OC)=O)C#N (6,7-dimethoxy-1-oxo-1,2-dihydro-isoquinoline-4-carbonitrile). Yield: 74.3%. RXN SMILES: S(=O)(=O)(O)O.C([O:8][C:9](=O)[NH:10][CH:11]=[C:12]([C:23]#[N:24])[C:13]1[CH:18]=[CH:17][C:16]([O:19][CH3:20])=[C:15]([O:21][CH3:22])[CH:14]=1)C.C1(OC2C=CC=CC=2)C=CC=CC=1>CCOCC>[CH3:22][O:21][C:15]1[CH:14]=[C:13]2[C:18](=[CH:17][C:16]=1[O:19][CH3:20])[C:9](=[O:8])[NH:10][CH:11]=[C:12]2[C:23]#[N:24]. Reported procedure: Concentrated sulfuric acid (0.4 mL) was added the the mixture of [2-cyano-2-(3,4-dimethoxy-phenyl)-vinyl]-carbamic acid ethyl ester (33.5 g, 121 mmol) and diphenyl ether (230 mL). The mixture was heated to 230° C. for 6 hr. After cooling, ether was added to precipitate the solid. The resulting solid was collected by filtration, washed with ether and dried to afford 6,7-dimethoxy-1-oxo-1,2-dihydro-isoquinoline-4-carbonitrile (20.7 g, 74.1%) as a brown solid which was used without further purifica... Reactants: S(=O)(=O)([O-])[O-].[NH4+].[NH4+] (ammonium sulfate), BrC=1C=C(C=CC1)C=1C=CC2=C(C(OC(N2)=O)(C)C)C1 (6-(3-bromophenyl)-4,4-dimethyl-1,4-dihydro-2H-3,1-benzoxazin-2-one), [H-].[Na+] (sodium hydride), IC (iodomethane). Solvent: C(C)(=O)OCC (ethyl acetate), CN(C)C=O (DMF). Conditions: time 20 minute. Product: BrC=1C=C(C=CC1)C=1C=CC2=C(C(OC(N2C)=O)(C)C)C1 (6-(3-bromophenyl)-1,4,4-trimethyl-1,4-dihydro-2H-3,1-benzoxazin-2-one). The yield is 72.0%. Reaction SMILES: [Br:1][C:2]1[CH:3]=[C:4]([C:8]2[CH:9]=[CH:10][C:11]3[NH:16][C:15](=[O:17])[O:14][C:13]([CH3:19])([CH3:18])[C:12]=3[CH:20]=2)[CH:5]=[CH:6][CH:7]=1.[H-].[Na+].I[CH3:24].S([O-])([O-])(=O)=O.[NH4+].[NH4+]>CN(C=O)C.C(OCC)(=O)C>[Br:1][C:2]1[CH:3]=[C:4]([C:8]2[CH:9]=[CH:10][C:11]3[N:16]([CH3:24])[C:15](=[O:17])[O:14][C:13]([CH3:18])([CH3:19])[C:12]=3[CH:20]=2)[CH:5]=[CH:6][CH:7]=1 |f:1.2,4.5.6|. Procedure details: To a solution of 6-(3-bromophenyl)-4,4-dimethyl-1,4-dihydro-2H-3,1-benzoxazin-2-one (1 g, 3.0 mmol) in anhydrous DMF was added, at rt under a blanket of nitrogen, sodium hydride (60% in mineral oil, 0.24 g, 6.0 mmol). After stirring for 20 minutes, the reaction solution was treated with iodomethane and stirred for 1.5 hours. The mixture was poured into a saturated aqueous ammonium sulfate solution (40 mL) and ethyl acetate (40 mL) was added. The organic layer was separated, dried (MgSO4), and ev... Reactants: O=C(Cl)c1ccc(Cl)cc1Cl, O=C1NC(=O)c2c(Cl)c(Cl)c(Cl)c(Cl)c21, [K], C1COCCO1. Yields the product O=C(c1ccc(Cl)cc1Cl)N1C(=O)c2c(Cl)c(Cl)c(Cl)c(Cl)c2C1=O. As a reaction SMILES: [Cl:17][c:18]1[c:19]([C:20](=[O:21])[Cl:22])[cH:23][cH:24][c:25]([Cl:27])[cH:26]1.[Cl:2][c:3]1[c:4]2[c:5]([c:11]([Cl:16])[c:12]([Cl:15])[c:13]1[Cl:14])[C:6](=[O:7])[NH:8][C:9]2=[O:10].[K:1].[O:28]1[CH2:29][CH2:30][O:31][CH2:32][CH2:33]1>>[Cl:2][c:3]1[c:4]2[c:5]([c:11]([Cl:16])[c:12]([Cl:15])[c:13]1[Cl:14])[C:6](=[O:7])[N:8]([C:20]([c:19]1[c:18]([Cl:17])[cH:26][c:25]([Cl:27])[cH:24][cH:23]1)=[O:21])[C:9]2=[O:10]. Reactants: CCOC(=O)CSc1nc2ccccc2n1Cc1ccccc1, CCO, NN, O. Product: NNC(=O)CSc1nc2ccccc2n1Cc1ccccc1. Reaction SMILES: [CH2:1]([c:2]1[cH:3][cH:4][cH:5][cH:6][cH:7]1)[n:8]1[c:9]([S:17][CH2:18][C:19]([O:21][CH2:20][CH3:22])=[O:23])[n:10][c:11]2[c:12]1[cH:13][cH:14][cH:15][cH:16]2.[CH3:27][CH2:28][OH:29].[NH2:25][NH2:26].[OH2:24]>>[CH2:1]([c:2]1[cH:3][cH:4][cH:5][cH:6][cH:7]1)[n:8]1[c:9]([S:17][CH2:18][C:19](=[O:21])[NH:25][NH2:26])[n:10][c:11]2[c:12]1[cH:13][cH:14][cH:15][cH:16]2. The reactants are CCOC(=O)C=Cc1ccc2c(=O)n(CC(C)C)c(CNC(=O)OC(C)(C)C)c(-c3ccccc3)c2c1, C, CCO, C1CCOC1, [Pd]. Product: CCOC(=O)CCc1ccc2c(=O)n(CC(C)C)c(CNC(=O)OC(C)(C)C)c(-c3ccccc3)c2c1. As a reaction SMILES: [C:1]([CH3:2])([CH3:3])([CH3:4])[O:5][C:6](=[O:7])[NH:8][CH2:9][c:10]1[n:11]([CH2:34][CH:35]([CH3:36])[CH3:37])[c:12](=[O:33])[c:13]2[cH:14][cH:15][c:16]([CH:26]=[CH:27][C:28](=[O:29])[O:30][CH2:31][CH3:32])[cH:17][c:18]2[c:19]1-[c:20]1[cH:21][cH:22][cH:23][cH:24][cH:25]1.[C:46].[CH3:38][CH2:39][OH:40].[O:41]1[CH2:42][CH2:43][CH2:44][CH2:45]1.[Pd:47]>>[C:1]([CH3:2])([CH3:3])([CH3:4])[O:5][C:6](=[O:7])[NH:8][CH2:9][c:10]1[n:11]([CH2:34][CH:35]([CH3:36])[CH3:37])[c:12](=[O:33])[c:13]2[cH:14][cH:15][c:16]([CH2:26][CH2:27][C:28](=[O:29])[O:30][CH2:31][CH3:32])[cH:17][c:18]2[c:19]1-[c:20]1[cH:21][cH:22][cH:23][cH:24][cH:25]1.